Dataset: the Open Reaction Database (ORD), a public repository of structured organic reaction records. Task: describe an organic reaction: reactants, conditions, products, and yield The reactants are C1CCOC1, [Li+], [OH-], O, O, COC(=O)c1cc(OCc2ccccc2)cc(OC2CCOC2)c1. Yields the product O=C(O)c1cc(OCc2ccccc2)cc(OC2CCOC2)c1. RXN SMILES: [CH2:29]1[O:30][CH2:31][CH2:32][CH2:33]1.[Li+:3].[OH-:2].[OH2:1].[OH2:28].[c:4]1([CH2:10][O:11][c:12]2[cH:13][c:14]([C:15](=[O:16])[O:17][CH3:18])[cH:19][c:20]([O:22][CH:23]3[CH2:24][O:25][CH2:26][CH2:27]3)[cH:21]2)[cH:5][cH:6][cH:7][cH:8][cH:9]1>>[c:4]1([CH2:10][O:11][c:12]2[cH:13][c:14]([C:15](=[O:16])[OH:17])[cH:19][c:20]([O:22][CH:23]3[CH2:24][O:25][CH2:26][CH2:27]3)[cH:21]2)[cH:5][cH:6][cH:7][cH:8][cH:9]1.